From a dataset of the Open Reaction Database (ORD), a public repository of structured organic reaction records. describe an organic reaction: reactants, conditions, products, and yield The reactants are CO, CNC(=O)NC1(C)c2ccsc2CCC1I, [H][H]. Product: CNC(=O)NC1(C)CCCc2sccc21. RXN SMILES: [CH3:19][OH:20].[CH3:1][NH:2][C:3](=[O:4])[NH:5][C:6]1([CH3:16])[CH:7]([I:15])[CH2:8][CH2:9][c:10]2[s:11][cH:12][cH:13][c:14]21.[H:17][H:18]>>[CH3:1][NH:2][C:3](=[O:4])[NH:5][C:6]1([CH3:16])[CH2:7][CH2:8][CH2:9][c:10]2[s:11][cH:12][cH:13][c:14]21. RXN SMILES: [CH3:16][CH2:17][OH:18].[Ca+2:15].[Cl-:13].[Cl-:14].[NH2:1][c:2]1[n:3][cH:4][c:5]([Cl:12])[c:6]([Cl:11])[c:7]1[N+:8]([O-:9])=[O:10].[Zn:19]>>[NH2:1][c:2]1[n:3][cH:4][c:5]([Cl:12])[c:6]([Cl:11])[c:7]1[NH2:8]. The product is Nc1ncc(Cl)c(Cl)c1N. The reactants are CCO, [Ca+2], [Cl-], [Cl-], Nc1ncc(Cl)c(Cl)c1[N+](=O)[O-], [Zn]. Reactants: [N+](=O)([O-])C1=CC=C(C=C1)C=1CCN(CC1)C(=O)OC(C)(C)C (tert-Butyl 4-(4-Nitrophenyl)-3,6-dihydro-1(2H)-pyridinecarboxylate), CC(C(=O)NC1=CC(=CC=C1)C1CCNCC1)C (2-methyl-N-[3-(4-piperidinyl)phenyl]propanamide), Cl (HCl). Solvent: O1CCOCC1 (dioxane). Yields the product [N+](=O)([O-])C1=CC=C(C=C1)C=1CCNCC1 (4-(4-Nitrophenyl)-1,2,3,6-tetrahydropyridine), crude product. RXN SMILES: CC(C)C(NC1C=CC=C(C2CCNCC2)C=1)=O.Cl.[N+:20]([C:23]1[CH:28]=[CH:27][C:26]([C:29]2[CH2:30][CH2:31][N:32](C(OC(C)(C)C)=O)[CH2:33][CH:34]=2)=[CH:25][CH:24]=1)([O-:22])=[O:21]>O1CCOCC1>[N+:20]([C:23]1[CH:28]=[CH:27][C:26]([C:29]2[CH2:34][CH2:33][NH:32][CH2:31][CH:30]=2)=[CH:25][CH:24]=1)([O-:22])=[O:21]. Procedure: 4-(4-Nitrophenyl)-1,2,3,6-tetrahydropyridine was prepared by a similar procedure to that used for the preparation of 2-methyl-N-[3-(4-piperidinyl)phenyl]propanamide using HCl gas and tert-Butyl 4-(4-Nitrophenyl)-3,6-dihydro-1(2H)-pyridinecarboxylate (130 mg) in dioxane (5.0 mL) at room temperature. The reaction mixture was concentrated in vacuo to give the crude product (69.8 mg) which used in the next reaction without further purification. The reactants are NCCN1N=C(C=C1)C1=CC(=C(C#N)C=C1)Cl (4-(1-(2-aminoethyl)-1H-pyrazol-3-yl)-2-chlorobenzonitrile), CCN(C(C)C)C(C)C (DIPEA), O=C1C=C(NN1C1=CC=CC=C1)C(=O)O (5-Oxo-1-phenyl-2,5-dihydro-1H-pyrazole-3-carboxylic acid), C=1C=CC2=C(C1)N=NN2O (HOBt), Cl.CN(CCCN=C=NCC)C (1-(3-dimethylaminopropyl)-3-ethylcarbodiimide hydrochloride). The solvent is C(Cl)Cl (DCM), C(Cl)Cl (DCM). Yields the product ClC=1C=C(C=CC1C#N)C1=NN(C=C1)CCNC(=O)C=1NN(C(C1)=O)C1=CC=CC=C1 (N-(2-(3-(3-chloro-4-cyanophenyl)-1H-pyrazol-1-yl)ethyl)-5-oxo-1-phenyl-2,5-dihydro-1H-pyrazole-3-carboxamide). The yield is 17.3%. RXN SMILES: [O:1]=[C:2]1[N:6]([C:7]2[CH:12]=[CH:11][CH:10]=[CH:9][CH:8]=2)[NH:5][C:4]([C:13]([OH:15])=O)=[CH:3]1.C1C=CC2N(O)N=NC=2C=1.Cl.CN(C)CCCN=C=NCC.[NH2:38][CH2:39][CH2:40][N:41]1[CH:45]=[CH:44][C:43]([C:46]2[CH:53]=[CH:52][C:49]([C:50]#[N:51])=[C:48]([Cl:54])[CH:47]=2)=[N:42]1.CCN(C(C)C)C(C)C>C(Cl)Cl>[Cl:54][C:48]1[CH:47]=[C:46]([C:43]2[CH:44]=[CH:45][N:41]([CH2:40][CH2:39][NH:38][C:13]([C:4]3[NH:5][N:6]([C:7]4[CH:8]=[CH:9][CH:10]=[CH:11][CH:12]=4)[C:2](=[O:1])[CH:3]=3)=[O:15])[N:42]=2)[CH:53]=[CH:52][C:49]=1[C:50]#[N:51] |f:2.3|. Procedure details: 5-Oxo-1-phenyl-2,5-dihydro-1H-pyrazole-3-carboxylic acid (0.05 g; 0.24 mmol), HOBt (0.049 g; 0.37 mmol) and 1-(3-dimethylaminopropyl)-3-ethylcarbodiimide hydrochloride (0.07 g; 0.37 mmol) were added to 2.5 ml of DCM. To this a mixture of 4-(1-(2-aminoethyl)-1H-pyrazol-3-yl)-2-chlorobenzonitrile (0.06 g; 0.24 mmol) and DIPEA (0.064 ml; 0.37 mmol) was added dropwise and the mixture was stirred overnight after which 10 ml of DCM was added. The mixture was washed with 3×5 ml of water and the combine... Starting materials: ClCCl, O=C(O)C(F)(F)F, CC(C)(C)OC(=O)N1CCN(CCOc2ccc(C3CCN(C4=Nn5c(nnc5C(F)(F)F)CC4)CC3)cc2)CC1. Yields the product FC(F)(F)c1nnc2n1N=C(N1CCC(c3ccc(OCCN4CCNCC4)cc3)CC1)CC2. As a reaction SMILES: [Cl:49][CH2:50][Cl:51].[F:1][C:2]([F:3])([F:4])[C:5]([OH:6])=[O:7].[F:8][C:9]([c:10]1[n:11][n:12][c:13]2[n:14]1[N:15]=[C:16]([N:19]1[CH2:20][CH2:21][CH:22]([c:25]3[cH:26][cH:27][c:28]([O:29][CH2:30][CH2:31][N:32]4[CH2:33][CH2:34][N:35]([C:38]([O:39][C:40]([CH3:41])([CH3:42])[CH3:43])=[O:44])[CH2:36][CH2:37]4)[cH:45][cH:46]3)[CH2:23][CH2:24]1)[CH2:17][CH2:18]2)([F:47])[F:48]>>[F:8][C:9]([c:10]1[n:11][n:12][c:13]2[n:14]1[N:15]=[C:16]([N:19]1[CH2:20][CH2:21][CH:22]([c:25]3[cH:26][cH:27][c:28]([O:29][CH2:30][CH2:31][N:32]4[CH2:33][CH2:34][NH:35][CH2:36][CH2:37]4)[cH:45][cH:46]3)[CH2:23][CH2:24]1)[CH2:17][CH2:18]2)([F:47])[F:48]. Starting materials: C(C#C)Br (propargyl bromide), [H-].[Na+] (sodium hydride), CC1=C(SC=C1)C=CC(=O)O (3-(3-methylthiophen-2-yl)-propenoic acid), [H][H] (hydrogen). The solvent is CN(C)C=O (DMF). Run at temperature 50 celsius. The product is CC1=C(SC=C1)C=CC(=O)OCC#C (propargyl 3-(3-methylthiophen-2-yl)-propenoate). The yield is 51.3%. As a reaction SMILES: [H-].[Na+].[CH3:3][C:4]1[CH:8]=[CH:7][S:6][C:5]=1[CH:9]=[CH:10][C:11]([OH:13])=[O:12].[H][H].[CH2:16](Br)[C:17]#[CH:18]>CN(C=O)C>[CH3:3][C:4]1[CH:8]=[CH:7][S:6][C:5]=1[CH:9]=[CH:10][C:11]([O:13][CH2:18][C:17]#[CH:16])=[O:12] |f:0.1|. Procedure: At 10° C., 0.9 g of sodium hydride was added to a solution of 6.2 g of 3-(3-methylthiophen-2-yl)-propenoic acid in 100 ml of absolute DMF. When no more hydrogen evolved, 4.9 g of propargyl bromide was dripped in at room temperature and the mixture was then heated at 50° C. for 3 hours. The reaction mixture was poured onto icewater, the aqueous phase was extracted three times with ethyl acetate, and the combined organic extracts were dried over Na2SO4. After removal of the solvent under reduced p... The reactants are FC1(CCC(CC1)=O)COC1=C(C=C(C=C1)S(=O)(=O)N)[N+](=O)[O-] (4-((1-fluoro-4-oxocyclohexyl)methoxy)-3-nitrobenzenesulfonamide), C1(CC1)NCCC#N (3-(cyclopropylamino)propanenitrile), C(C)(=O)O[BH-](OC(C)=O)OC(C)=O.[Na+] (sodium triacetoxyborohydride). Solvent: ClCCl (dichloromethane), ClCCl (dichloromethane). Conditions: time 8 hour. The product is C(#N)CCN(C1CCC(CC1)(F)COC1=C(C=C(C=C1)S(=O)(=O)N)[N+](=O)[O-])C1CC1 (4-((4-((2-cyanoethyl)(cyclopropyl)amino)-1-fluorocyclohexyl)methoxy)-3-nitrobenzenesulfonamide). Reaction SMILES: [F:1][C:2]1([CH2:9][O:10][C:11]2[CH:16]=[CH:15][C:14]([S:17]([NH2:20])(=[O:19])=[O:18])=[CH:13][C:12]=2[N+:21]([O-:23])=[O:22])[CH2:7][CH2:6][C:5](=O)[CH2:4][CH2:3]1.[CH:24]1([NH:27][CH2:28][CH2:29][C:30]#[N:31])[CH2:26][CH2:25]1.C(O[BH-](OC(=O)C)OC(=O)C)(=O)C.[Na+]>ClCCl>[C:30]([CH2:29][CH2:28][N:27]([CH:24]1[CH2:26][CH2:25]1)[CH:5]1[CH2:6][CH2:7][C:2]([CH2:9][O:10][C:11]2[CH:16]=[CH:15][C:14]([S:17]([NH2:20])(=[O:19])=[O:18])=[CH:13][C:12]=2[N+:21]([O-:23])=[O:22])([F:1])[CH2:3][CH2:4]1)#[N:31] |f:2.3|. Procedure: To a solution of EXAMPLE 363B (200 mg) in dichloromethane (6 mL) was added 3-(cyclopropylamino)propanenitrile (64 mg) followed by sodium triacetoxyborohydride (184 mg). The mixture was stirred overnight. The reaction mixture was diluted with dichloromethane (400 mL) and washed with 2N aqueous NaOH, water, and brine. After drying over Na2SO4, the mixture was filtered and evaporation of the solvent gave the title compound. Starting materials: C(=O)(O)[O-].[Na+] (NaHCO3), OC[C@H]1CNC[C@@H]1C1=CSC=C1 (3-(R)-hydroxymethyl-4-(S)-(3-thienyl)pyrrolidine), C(C)(C)N(CC)C(C)C (diisopropylethylamine), ClC1=C(C=O)C=CC(=C1)Cl (2,4-dichlorobenzaldehyde), C(C)(=O)O[BH-](OC(C)=O)OC(C)=O.[Na+] (sodium triacetoxyborohydride). Run in C(Cl)Cl (CH2Cl2). Run at time 3 hour. The product is ClC1=C(CN2C[C@@H]([C@H](C2)C2=CSC=C2)C=O)C=CC(=C1)Cl (1-(2,4-Dichlorobenzyl)-3-(R)-formyl-4-(S)-(3-thienyl)pyrrolidine). Reaction SMILES: [OH:1][CH2:2][C@@H:3]1[C@@H:7]([C:8]2[CH:12]=[CH:11][S:10][CH:9]=2)[CH2:6][NH:5][CH2:4]1.C(N(C(C)C)CC)(C)C.[Cl:22][C:23]1[CH:30]=[C:29]([Cl:31])[CH:28]=[CH:27][C:24]=1[CH:25]=O.C(O[BH-](OC(=O)C)OC(=O)C)(=O)C.[Na+].C([O-])(O)=O.[Na+]>C(Cl)Cl>[Cl:22][C:23]1[CH:30]=[C:29]([Cl:31])[CH:28]=[CH:27][C:24]=1[CH2:25][N:5]1[CH2:6][C@H:7]([C:8]2[CH:12]=[CH:11][S:10][CH:9]=2)[C@@H:3]([CH:2]=[O:1])[CH2:4]1 |f:3.4,5.6|. Procedure details: To a solution of 2.4 g (13.1 mmol) of 3-(R)-hydroxymethyl-4-(S)-(3-thienyl)pyrrolidine, 6.8 mL (39 mmol) of diisopropylethylamine, and 4.1 g (23.4 mmol) of 2,4-dichlorobenzaldehyde (Aldrich) in 60 mL of CH2Cl2 at rt was added 5.5 g (26 mmol) of sodium triacetoxyborohydride in several small portions and the reaction mixture was stirred at rt for 3 h. To the reaction was added 50 mL of sat'd NaHCO3 solution and the mixture was extracted with CH2Cl2. The combined organic fractions were washed with ... Starting materials: [Si](C1=CC=CC=C1)(C1=CC=CC=C1)(C(C)(C)C)OCC=1C(=C(C2=C(C(=NO2)C2=NNC(O2)=O)C1)F)N1C[C@H](O[C@H](C1)C)C (5-(5-((tert-butyldiphenylsilyloxy)methyl)-6-((2R,6S)-2,6-dimethylmorpholino)-7-fluorobenzo[d]isoxazol-3-yl)-1,3,4-oxadiazol-2(3H)-one), [Si](C1=CC=CC=C1)(C1=CC=CC=C1)(C(C)(C)C)OCC=1C(=C(C2=C(C(=NO2)C2=NNC(O2)=O)C1)F)N1C[C@H](O[C@H](C1)C)C (5-(5-((tert-butyldiphenylsilyloxy)methyl)-6-((2R,6S)-2,6-dimethylmorpholino)-7-fluorobenzo[d]isoxazol-3-yl)-1,3,4-oxadiazol-2(3H)-one), CCCC[N+](CCCC)(CCCC)CCCC.[F-] (TBAF). Solvent: C1CCOC1 (THF). The product is C[C@H]1O[C@H](CN(C1)C1=C(C2=C(C(=NO2)C2=NNC(O2)=O)C=C1CO)F)C (5-(6-((2R,6S)-2,6-dimethylmorpholino)-7-fluoro-5-(hydroxymethyl)benzo[d]isoxazol-3-yl)-1,3,4-oxadiazol-2(3H)-one). Yield: 79.6%. As a reaction SMILES: [Si]([O:18][CH2:19][C:20]1[C:21]([N:36]2[CH2:41][C@H:40]([CH3:42])[O:39][C@H:38]([CH3:43])[CH2:37]2)=[C:22]([F:35])[C:23]2[O:27][N:26]=[C:25]([C:28]3[O:32][C:31](=[O:33])[NH:30][N:29]=3)[C:24]=2[CH:34]=1)(C(C)(C)C)(C1C=CC=CC=1)C1C=CC=CC=1.CCCC[N+](CCCC)(CCCC)CCCC.[F-]>C1COCC1>[CH3:42][C@@H:40]1[CH2:41][N:36]([C:21]2[C:20]([CH2:19][OH:18])=[CH:34][C:24]3[C:25]([C:28]4[O:32][C:31](=[O:33])[NH:30][N:29]=4)=[N:26][O:27][C:23]=3[C:22]=2[F:35])[CH2:37][C@H:38]([CH3:43])[O:39]1 |f:1.2|. Procedure: 5-(5-((tert-butyldiphenylsilyloxy)methyl)-6-((2R,6S)-2,6-dimethylmorpholino)-7-fluorobenzo[d]isoxazol-3-yl)-1,3,4-oxadiazol-2(3H)-one (Intermediate 208, 490 mg, 0.81 mmol) in 10 ml of THF was treated with TBAF (1M in THF; 1626 μl, 1.63 mmol) at room temperature for 16 hours. Reaction quenched with aq ammonium chloride solution and Extracted with ethyl acetate. Crude product purified on column (50-80% etoac in hexanaes) to give 5-(6-((2R,6S)-2,6-dimethylmorpholino)-7-fluoro-5-(hydroxymethyl)benzo...